From a dataset of the Open Reaction Database (ORD), a public repository of structured organic reaction records. describe an organic reaction: reactants, conditions, products, and yield Starting materials: Cl (HCl), O (water), CNC=1SC(=C(N1)C(=O)OCC)C1=CC=NC=C1 (ethyl 2-methylamino-5-(4-pyridyl)-4-thiazolecarboxylate), NCC1N(CCC1)CC (2-aminomethyl-1-ethylpyrrolidine). Run in C(CO)O (ethyleneglycol). Run at temperature 80 celsius, time 6 hour. The product is CNC=1SC(=C(N1)C(NCC1N(CCC1)CC)=O)C1=CC=NC=C1 (2-methylamino-5-(4-pyridyl)-4-[(1-ethyl-2-pyrrolidinyl)methylcarbamoyl]thiazole). The yield is 43.5%. RXN SMILES: [CH3:1][NH:2][C:3]1[S:4][C:5]([C:13]2[CH:18]=[CH:17][N:16]=[CH:15][CH:14]=2)=[C:6]([C:8]([O:10]CC)=O)[N:7]=1.[NH2:19][CH2:20][CH:21]1[CH2:25][CH2:24][CH2:23][N:22]1[CH2:26][CH3:27].Cl.O>C(O)CO>[CH3:1][NH:2][C:3]1[S:4][C:5]([C:13]2[CH:14]=[CH:15][N:16]=[CH:17][CH:18]=2)=[C:6]([C:8](=[O:10])[NH:19][CH2:20][CH:21]2[CH2:25][CH2:24][CH2:23][N:22]2[CH2:26][CH3:27])[N:7]=1. Reported procedure: A mixture of ethyl 2-methylamino-5-(4-pyridyl)-4-thiazolecarboxylate (2.63 g), 2-aminomethyl-1-ethylpyrrolidine (2.6 g) in a mixture of ethyleneglycol (10 ml) and conc. HCl (0.5 ml) was stirred at 80° C. for 6 hours. The reaction mixture was poured into water and the resultant solution was extracted with ethyl acetate. The organic extract was washed with brine and dried over magnesium sulfate. The solvent was evaporated in vacuo and the residue was subjected to column chromatography on alumina e...